Dataset: the Open Reaction Database (ORD), a public repository of structured organic reaction records. Task: describe an organic reaction: reactants, conditions, products, and yield Reactants: C1CCOC1, CCN=C=NCCCN(C)C, CN(C)c1ccncc1, Nc1nc(C2CC2)cs1, Cl, CC(C)(C)COc1c(C=Cc2nc3sccn3c2C(=O)O)cccc1OC(F)F, CN(C)C=O. As a reaction SMILES: [CH2:60]1[O:61][CH2:62][CH2:63][CH2:64]1.[CH3:39][CH2:40][N:41]=[C:42]=[N:43][CH2:44][CH2:45][CH2:46][N:47]([CH3:48])[CH3:49].[CH3:51][N:52]([c:53]1[cH:54][cH:55][n:56][cH:57][cH:58]1)[CH3:59].[CH:30]1([c:33]2[n:34][c:35]([NH2:38])[s:36][cH:37]2)[CH2:31][CH2:32]1.[ClH:50].[F:1][CH:2]([O:3][c:4]1[c:5]([O:23][CH2:24][C:25]([CH3:26])([CH3:27])[CH3:28])[c:6]([CH:10]=[CH:11][c:12]2[n:13][c:14]3[s:15][cH:16][cH:17][n:18]3[c:19]2[C:20](=[O:21])[OH:22])[cH:7][cH:8][cH:9]1)[F:29].[O:65]=[CH:66][N:67]([CH3:68])[CH3:69]>>[F:1][CH:2]([O:3][c:4]1[c:5]([O:23][CH2:24][C:25]([CH3:26])([CH3:27])[CH3:28])[c:6]([CH:10]=[CH:11][c:12]2[n:13][c:14]3[s:15][cH:16][cH:17][n:18]3[c:19]2[C:20](=[O:21])[NH:38][c:35]2[n:34][c:33]([CH:30]3[CH2:31][CH2:32]3)[cH:37][s:36]2)[cH:7][cH:8][cH:9]1)[F:29]. Product: CC(C)(C)COc1c(C=Cc2nc3sccn3c2C(=O)Nc2nc(C3CC3)cs2)cccc1OC(F)F. The reactants are C(CCC)[Li] (butyllithium), BrC1=C(OC=C1)C1(OCCO1)C (2-(3-bromo-2-furyl)-2-methyl-1,3-dioxolane), C([O-])([O-])=O.[Na+].[Na+] (sodium carbonate), C(=O)=O (CO2). Solvent: CCCCCC (hexane), C(C)OCC (diethylether), CCOCC (ether), C(C)OCC (diethyl ether), O (Water). Reaction conditions: time 30 minute. Product: C(C)(=O)C=1OC=CC1C(=O)O (2-acetyl-3-furancarboxylic acid). As a reaction SMILES: C([Li])CCC.Br[C:7]1[CH:11]=[CH:10][O:9][C:8]=1[C:12]1([CH3:17])[O:16]CCO1.[C:18](=[O:20])=[O:19].C(=O)([O-])[O-].[Na+].[Na+]>CCCCCC.C(OCC)C.O>[C:12]([C:8]1[O:9][CH:10]=[CH:11][C:7]=1[C:18]([OH:20])=[O:19])(=[O:16])[CH3:17] |f:3.4.5|. Reported procedure: At 0°, a solution of anhydrous ferric chloride (2.7 g, 17.0 mmol) in 50 ml of nitromethane is added portionwise with stirring over a period of 5 hours to a mixture of 3-bromofuran (25.0 g, 170.0 mmol) and acetic anhydride (20.4 g, 200.0 mmol) in 50 ml of nitromethane. After addition is completed, the resulting mixture is stirred at RT for 17 hours and is then evaporated in vacuo. The residue is taken up in 200 ml of diethyl ether, treated with 3.0 g of activated charcoal and filtered. The filtra...